From a dataset of the Open Reaction Database (ORD), a public repository of structured organic reaction records. describe an organic reaction: reactants, conditions, products, and yield Reactants: Cl.N1CC=C(CC1)C1=C(C=C(C=C1)N1C(O[C@H](C1)CN1N=NC=C1)=O)F ((5R)-3-(4-(1,2,5,6-Tetrahydropyridin-4-yl)-3-fluorophenyl)-5-(1,2,3-triazol-1-ylmethyl)-oxazolidin-2-one hydrochloride), CS(=O)(=O)Cl (methanesulfonyl chloride). The reagents and catalysts are CN(C1=CC=NC=C1)C (4-dimethylaminopyridine). The solvent is ClCCl (dichloromethane). Reaction conditions: temperature 0 celsius, time 15 minute. The product is CS(=O)(=O)N1CC=C(CC1)C1=C(C=C(C=C1)N1C(O[C@H](C1)CN1N=NC=C1)=O)F ((5R)-3-(4-(1-Methylsulfonyl-1,2,5,6-tetrahydropyridin-4-yl)-3-fluoro-phenyl)-5-(1,2,3-triazol-1-ylmethyl)oxazolidin-2-one). Isolated yield 7.1%. As a reaction SMILES: Cl.[NH:2]1[CH2:7][CH2:6][C:5]([C:8]2[CH:13]=[CH:12][C:11]([N:14]3[CH2:18][C@H:17]([CH2:19][N:20]4[CH:24]=[CH:23][N:22]=[N:21]4)[O:16][C:15]3=[O:25])=[CH:10][C:9]=2[F:26])=[CH:4][CH2:3]1.[CH3:27][S:28](Cl)(=[O:30])=[O:29]>ClCCl.CN(C)C1C=CN=CC=1>[CH3:27][S:28]([N:2]1[CH2:7][CH2:6][C:5]([C:8]2[CH:13]=[CH:12][C:11]([N:14]3[CH2:18][C@H:17]([CH2:19][N:20]4[CH:24]=[CH:23][N:22]=[N:21]4)[O:16][C:15]3=[O:25])=[CH:10][C:9]=2[F:26])=[CH:4][CH2:3]1)(=[O:30])=[O:29] |f:0.1|. Procedure: (5R)-3-(4-(1,2,5,6-Tetrahydropyridin-4-yl)-3-fluorophenyl)-5-(1,2,3-triazol-1-ylmethyl)-oxazolidin-2-one hydrochloride (380 mg, 1 mM) was suspended in dichloromethane (15 ml), 4-dimethylaminopyridine (305 mg, 2.5 mM) added, and the mixture stirred vigorously for 15 minutes. After cooling to 0° C. under nitrogen, methanesulfonyl chloride (229 mg, 2 mM) was added dropwise, and the mixture stirred 18 hours at ambient temperature. Precipitated solid was removed, and the organic solution concentrated... The reactants are CC(C)(C)c1ccc(C(=O)c2ccc(CBr)cc2)cc1, C=CC(=O)OCCN(C)C, CCOC(C)=O. Product: [Br-], C=CC(=O)OCC[N+](C)(C)Cc1ccc(C(=O)c2ccc(C(C)(C)C)cc2)cc1. Reaction SMILES: [Br:11][CH2:12][c:13]1[cH:14][cH:15][c:16]([C:17](=[O:18])[c:19]2[cH:20][cH:21][c:22]([C:25]([CH3:26])([CH3:27])[CH3:28])[cH:23][cH:24]2)[cH:29][cH:30]1.[C:1]([CH:2]=[CH2:3])(=[O:4])[O:5][CH2:6][CH2:7][N:8]([CH3:9])[CH3:10].[CH3:31][CH2:32][O:33][C:34](=[O:35])[CH3:36]>>[Br-:11].[C:1]([CH:2]=[CH2:3])(=[O:4])[O:5][CH2:6][CH2:7][N+:8]([CH3:9])([CH3:10])[CH2:12][c:13]1[cH:14][cH:15][c:16]([C:17](=[O:18])[c:19]2[cH:20][cH:21][c:22]([C:25]([CH3:26])([CH3:27])[CH3:28])[cH:23][cH:24]2)[cH:29][cH:30]1. The reactants are O=C([O-])[O-], c1ccc2c(c1)CNC2, Fc1ccc(C2(CCCCl)OCCO2)cc1, [I-], [K+], [K+], [K+], CN(C)C=O. Product: Fc1ccc(C2(CCCN3Cc4ccccc4C3)OCCO2)cc1. RXN SMILES: [C:28](=[O:29])([O-:30])[O-:31].[CH2:1]1[NH:2][CH2:3][c:4]2[cH:5][cH:6][cH:7][cH:8][c:9]21.[Cl:10][CH2:11][CH2:12][CH2:13][C:14]1([c:19]2[cH:20][cH:21][c:22]([F:25])[cH:23][cH:24]2)[O:15][CH2:16][CH2:17][O:18]1.[I-:27].[K+:26].[K+:32].[K+:33].[O:34]=[CH:35][N:36]([CH3:37])[CH3:38]>>[CH2:1]1[N:2]([CH2:11][CH2:12][CH2:13][C:14]2([c:19]3[cH:20][cH:21][c:22]([F:25])[cH:23][cH:24]3)[O:15][CH2:16][CH2:17][O:18]2)[CH2:3][c:4]2[cH:5][cH:6][cH:7][cH:8][c:9]21. Reactants: B(Br)(Br)Br (boron tribromide), COC=1C=C(C=C(C1)OC)NC(C1=C(C=CC=C1)NC(C1=CC=C(C=C1)C(C)(C)C)=O)=O (N-(3,5-dimethoxyphenyl)-2-[(4-tert-butylbenzoyl)amino]benzamide), B(Br)(Br)Br (boron tribromide), C([O-])(O)=O.[Na+] (sodium bicarbonate). Solvent: ClCCl (dichloromethane), ClCCl (dichloromethane), ClCCl (dichloromethane). Conditions: time 30 minute. Yields the product OC=1C=C(C=C(C1)OC)NC(C1=C(C=CC=C1)NC(C1=CC=C(C=C1)C(C)(C)C)=O)=O (N-(3-Hydroxy-5-methoxyphenyl)-2-[(4-tert-butylbenzoyl)amino]benzamide). Isolated yield 10.0%. RXN SMILES: C[O:2][C:3]1[CH:4]=[C:5]([NH:11][C:12](=[O:32])[C:13]2[CH:18]=[CH:17][CH:16]=[CH:15][C:14]=2[NH:19][C:20](=[O:31])[C:21]2[CH:26]=[CH:25][C:24]([C:27]([CH3:30])([CH3:29])[CH3:28])=[CH:23][CH:22]=2)[CH:6]=[C:7]([O:9][CH3:10])[CH:8]=1.B(Br)(Br)Br.C(=O)(O)[O-].[Na+]>ClCCl>[OH:2][C:3]1[CH:4]=[C:5]([NH:11][C:12](=[O:32])[C:13]2[CH:18]=[CH:17][CH:16]=[CH:15][C:14]=2[NH:19][C:20](=[O:31])[C:21]2[CH:22]=[CH:23][C:24]([C:27]([CH3:28])([CH3:29])[CH3:30])=[CH:25][CH:26]=2)[CH:6]=[C:7]([O:9][CH3:10])[CH:8]=1 |f:2.3|. Procedure details: To a stirred suspension N-(3,5-dimethoxyphenyl)-2-[(4-tert-butylbenzoyl)amino]benzamide (1.0 g, 2.3 mmol) in dichloromethane (42 mL) was added a solution of boron tribromide (0.66 mL, 6.9 mmol) in dichloromethane (7 mL) via an addition funnel. After 30 min, a second portion of boron tribromide (0.66 mL, 6.9 mmol) in dichloromethane (7 mL) was added. After 30 min, saturated aqueous sodium bicarbonate solution was added and the solvents were removed in vacuo. The residue was dissolved in ethyl ace... Starting materials: C(C)OC(=O)C=1C(C=2C=C3C(=NC2N(C1)C)C(=C(C(=C3)F)N3CC(NCC3)C3=CC=CC=C3)F)=O ((RS)-3-ethoxycarbonyl-7,9-difluoro-1-methyl-4-oxo-8-(3-phenyl-1-piperazinyl)-1,4-dihydrobenzo[b][1,8]naphthyridine), [OH-].[K+] (potassium hydroxide), C(C)(=O)O (acetic acid). Solvent: C(C)O (ethanol). Conditions: temperature 75 celsius, time 2 hour. The product is FC1=CC=2C(=NC=3N(C=C(C(C3C2)=O)C(=O)O)C)C(=C1N1CC(NCC1)C1=CC=CC=C1)F ((RS)-7,9-difluoro-1-methyl-4-oxo-8-(3-phenyl-1-piperazinyl)-1,4-dihydrobenzo[b][1,8]naphthyridine-3-carboxylic acid). The yield is 79.7%. As a reaction SMILES: C([O:3][C:4]([C:6]1[C:7](=[O:35])[C:8]2[CH:9]=[C:10]3[CH:20]=[C:19]([F:21])[C:18]([N:22]4[CH2:27][CH2:26][NH:25][CH:24]([C:28]5[CH:33]=[CH:32][CH:31]=[CH:30][CH:29]=5)[CH2:23]4)=[C:17]([F:34])[C:11]3=[N:12][C:13]=2[N:14]([CH3:16])[CH:15]=1)=[O:5])C.[OH-].[K+].C(O)(=O)C>C(O)C>[F:21][C:19]1[C:18]([N:22]2[CH2:27][CH2:26][NH:25][CH:24]([C:28]3[CH:33]=[CH:32][CH:31]=[CH:30][CH:29]=3)[CH2:23]2)=[C:17]([F:34])[C:11]2=[N:12][C:13]3[N:14]([CH3:16])[CH:15]=[C:6]([C:4]([OH:5])=[O:3])[C:7](=[O:35])[C:8]=3[CH:9]=[C:10]2[CH:20]=1 |f:1.2|. Reported procedure: A suspension of (RS)-3-ethoxycarbonyl-7,9-difluoro-1-methyl-4-oxo-8-(3-phenyl-1-piperazinyl)-1,4-dihydrobenzo[b][1,8]naphthyridine (2 g) in ethanol (25 cc) and N aqueous potassium hydroxide (15 cc) is heated with stirring to a temperature in the region of 75° C. for 2 hours. The solution obtained, at approximately 75° C., is treated with 10% strength aqueous acetic acid solution (9 g). The insoluble matter obtained is drained at a temperature in the region of 75° C. and washed with water (3×30 c...